Dataset: the Open Reaction Database (ORD), a public repository of structured organic reaction records. Task: describe an organic reaction: reactants, conditions, products, and yield Starting materials: CCOC(=O)c1ccc(C)c(C#Cc2ccc(NC(C)=O)nc2)c1, CCO, [Na+], [OH-]. Yields the product CC(=O)Nc1ccc(C#Cc2cc(C(=O)O)ccc2C)cn1. Reaction SMILES: [C:1]([CH3:2])(=[O:3])[NH:4][c:5]1[cH:6][cH:7][c:8]([C:11]#[C:12][c:13]2[cH:14][c:15]([C:16](=[O:17])[O:18][CH2:19][CH3:20])[cH:21][cH:22][c:23]2[CH3:24])[cH:9][n:10]1.[CH3:25][CH2:26][OH:27].[Na+:29].[OH-:28]>>[C:1]([CH3:2])(=[O:3])[NH:4][c:5]1[cH:6][cH:7][c:8]([C:11]#[C:12][c:13]2[cH:14][c:15]([C:16](=[O:17])[OH:18])[cH:21][cH:22][c:23]2[CH3:24])[cH:9][n:10]1.